This data is from the Open Reaction Database (ORD), a public repository of structured organic reaction records. The task is: describe an organic reaction: reactants, conditions, products, and yield Reactants: [Cr](=O)(=O)([O-])Cl.[NH+]1=CC=CC=C1 (pyridinium chlorochromate), OC(C#CCCCC(=O)OC)C1=C(C=CC=C1)CC1=CC=CC=C1 (methyl 7-hydroxy-7-[2-(phenylmethyl)phenyl]-5-heptynoate), C(C)OCC (diethylether). The solvent is C(Cl)Cl (methylene chloride). Run at time 2 hour. Product: O=C(C#CCCCC(=O)OC)C1=C(C=CC=C1)CC1=CC=CC=C1 (Methyl 7-oxo-7-[2-(phenylmethyl)phenyl]-5-heptynoate). Yield: 67.0%. As a reaction SMILES: [OH:1][CH:2]([C:12]1[CH:17]=[CH:16][CH:15]=[CH:14][C:13]=1[CH2:18][C:19]1[CH:24]=[CH:23][CH:22]=[CH:21][CH:20]=1)[C:3]#[C:4][CH2:5][CH2:6][CH2:7][C:8]([O:10][CH3:11])=[O:9].[Cr](Cl)([O-])(=O)=O.[NH+]1C=CC=CC=1.C(OCC)C>C(Cl)Cl>[O:1]=[C:2]([C:12]1[CH:17]=[CH:16][CH:15]=[CH:14][C:13]=1[CH2:18][C:19]1[CH:24]=[CH:23][CH:22]=[CH:21][CH:20]=1)[C:3]#[C:4][CH2:5][CH2:6][CH2:7][C:8]([O:10][CH3:11])=[O:9] |f:1.2|. Procedure: To a stirred mixture of 0.3 g (0.93 mmol) methyl 7-hydroxy-7-[2-(phenylmethyl)phenyl]-5-heptynoate in 20.0 ml methylene chloride at room temperature was added 0.5 g (2.32 mmol) of pyridinium chlorochromate (PCC). The mixture was stirred for 2 hours and 80.0 ml of diethylether was added to the reaction mixture. The reaction mixture was filtered through Florisil® brand magnesium silicate evaporated to an oil and purified by flash chromatography to give the title compound in 67% yield (200 mg; 0.62...